This data is from the Open Reaction Database (ORD), a public repository of structured organic reaction records. The task is: describe an organic reaction: reactants, conditions, products, and yield The reactants are C=O (CH2O), O1C(CN(N=CC=2C=CC=3N(C4=CC=CC=C4C3C2)CC)C2=CC=CC=C2)C1 (9-ethyl-3-carbazolecarboxaldehyde N-2,3-epoxypropyl-N-phenylhydrazone), C1(=CC=CC=C1)NN=CC=1C=CC=2N(C3=CC=CC=C3C2C1)CC (9-ethyl-3-carbazolecarboxaldehyde phenylhydrazone), C=O (CH2O), C1(=CC=CC=C1)NN=CC1=CC=C(C=C1)N(CC)CC (4-(diethylamino)benzaldehyde phenylhydrazone). Yields the product O1C(CN(N=CC2=CC=C(C=C2)N(CC)CC)C2=CC=CC=C2)C1 (4-(Diethylamino)benzaldehyde N-2,3-epoxypropyl-N-phenylhydrazone). As a reaction SMILES: [O:1]1[CH2:28][CH:2]1[CH2:3][N:4]([C:22]1[CH:27]=[CH:26][CH:25]=[CH:24][CH:23]=1)[N:5]=[CH:6][C:7]1[CH:8]=[CH:9][C:10]2[N:11]([CH2:20][CH3:21])[C:12]3C([C:18]=2[CH:19]=1)=CC=C[CH:13]=3.C1(NN=CC2C=CC3N(CC)C4C(C=3C=2)=CC=CC=4)C=CC=CC=1.C1(NN=CC2C=CC(N(CC)CC)=CC=2)C=CC=CC=1.C=O>>[O:1]1[CH2:28][CH:2]1[CH2:3][N:4]([C:22]1[CH:23]=[CH:24][CH:25]=[CH:26][CH:27]=1)[N:5]=[CH:6][C:7]1[CH:19]=[CH:18][C:10]([N:11]([CH2:12][CH3:13])[CH2:20][CH3:21])=[CH:9][CH:8]=1. Procedure: 4-(Diethylamino)benzaldehyde N-2,3-epoxypropyl-N-phenylhydrazone was prepared according to the preparation procedure above for 9-ethyl-3-carbazolecarboxaldehyde N-2,3-epoxypropyl-N-phenylhydrazone except that 9-ethyl-3-carbazolecarboxaldehyde phenylhydrazone was replaced by 4-(diethylamino)benzaldehyde phenylhydrazone and the product was recrystallized from diethyl ether. The yield of 4-(diethylamino)benzaldehyde N-2,3-epoxypropyl-N-phenylhydrazone was 69%. The product had a melting point of 79–... RXN SMILES: [OH:1][C@@H:2]([CH2:29][CH2:30][CH2:31][CH2:32][CH2:33][CH2:34][CH3:35])/[CH:3]=[CH:4]/[C@H:5]1[C@H:12]([O:13][C:14](=[O:27])[C:15]2[CH:20]=[CH:19][C:18]([C:21]3[CH:26]=[CH:25][CH:24]=[CH:23][CH:22]=3)=[CH:17][CH:16]=2)[CH2:11][C@H:10]2[C@@H:6]1[CH2:7][C:8](=[O:28])[O:9]2.[O:36]1[CH:41]=[CH:40][CH2:39][CH2:38][CH2:37]1>C(Cl)Cl>[C:21]1([C:18]2[CH:17]=[CH:16][C:15]([C:14]([O:13][C@@H:12]3[CH2:11][C@H:10]4[C@H:6]([CH2:7][C:8](=[O:28])[O:9]4)[C@H:5]3/[CH:4]=[CH:3]/[C@@H:2]([O:1][CH:37]3[CH2:38][CH2:39][CH2:40][CH2:41][O:36]3)[CH2:29][CH2:30][CH2:31][CH2:32][CH2:33][CH2:34][CH3:35])=[O:27])=[CH:20][CH:19]=2)[CH:22]=[CH:23][CH:24]=[CH:25][CH:26]=1. Yields the product C1(=CC=CC=C1)C1=CC=C(C(=O)O[C@H]2[C@@H]([C@H]3CC(O[C@H]3C2)=O)\C=C\[C@H](CCCCCCC)OC2OCCCC2)C=C1 ((1S,5R,6R,7R)-7-(4-phenylbenzoyloxy)-6-[3(S)-(2-tetrahydropyranyloxy)-(E)-1decenyl]-2-oxabicyclo[3.3.0]octane-3-one). The solvent is C(Cl)Cl (methylene chloride). Reactants: O1CCCC=C1 (dihydropyran), p-toluenesulfonic acid-1H2O, O[C@H](/C=C/[C@@H]1[C@H]2CC(O[C@H]2C[C@H]1OC(C1=CC=C(C=C1)C1=CC=CC=C1)=O)=O)CCCCCCC ((1S,5R,6R,7R)-6-[3(S)-hydroxy-(E)-1-decenyl]-7-(4-phenylbenzoyloxy)-2-oxabicyclo[3.3.0]octane-3-one). Procedure: The 3S-hydroxy compound (4a) (4.58 g) was dissolved into methylene chloride (100 ml), and reacted with dihydropyran in the presence of a catalytic amount of p-toluenesulfonic acid-1H2O. After a usual work-up, the reaction mixture was column-chormatographed to give the title compound (5). Yield: 5.03 g Reactants: N1=CC=C(C=C1)/C=C/C=1C=NC=C(C(=O)OCC)C1 (ethyl 5-[(E)-2-pyridin-4-ylvinyl]nicotinate), O[Li].O (LiOH.H2O). Solvent: C1CCOC1.O (THF water). Yields the product N1=CC=C(C=C1)/C=C/C=1C=NC=C(C(=O)O)C1 (5-[(E)-2-pyridin-4-ylvinyl]nicotinic acid). As a reaction SMILES: [N:1]1[CH:6]=[CH:5][C:4](/[CH:7]=[CH:8]/[C:9]2[CH:10]=[N:11][CH:12]=[C:13]([CH:19]=2)[C:14]([O:16]CC)=[O:15])=[CH:3][CH:2]=1.O[Li].O>C1COCC1.O>[N:1]1[CH:2]=[CH:3][C:4](/[CH:7]=[CH:8]/[C:9]2[CH:10]=[N:11][CH:12]=[C:13]([CH:19]=2)[C:14]([OH:16])=[O:15])=[CH:5][CH:6]=1 |f:1.2,3.4|. Reported procedure: A mixture of Example 18A (1.60 g, 6.3 mmol) and LiOH.H2O (2.64 g) in THF/water (50 mL/50 mL) was stirred at room temperature for 2 hours. The THF was removed under vacuum and the aqueous layer was acidified with 1N HCl (aq.). The solid was collected by filtration and dried to provide the desired product. MS (DCI/NH3) m/e 227 (M+H)+. The reactants are C1(=CC=CC=C1)C1=CC=C(N1CC1=CC=C(C=C1)C(F)(F)F)C=1C=C2C=CC(=CC2=CC1)O (6-{5-phenyl-1-[4-(trifluoromethyl)benzyl]-1H-pyrrol-2-yl}-2-naphthol), COC(C(CC1=CC=CC=C1)OS(=O)(=O)C(F)(F)F)=O (3-phenyl-2-trifluoromethanesulfonyloxypropionic acid methyl ester), C([O-])([O-])=O.[Cs+].[Cs+] (cesium carbonate). The product is C1(=CC=CC=C1)CC(C(=O)OC)OC1=CC2=CC=C(C=C2C=C1)C=1N(C(=CC1)C1=CC=CC=C1)CC1=CC=C(C=C1)C(F)(F)F (methyl 3-phenyl-2-[(6-{5-phenyl-1-[4-(trifluoromethyl)benzyl]-1H-pyrrol-2-yl}-2-naphthyl)oxy]propanoate). The yield is 89.6%. RXN SMILES: [C:1]1([C:7]2[N:11]([CH2:12][C:13]3[CH:18]=[CH:17][C:16]([C:19]([F:22])([F:21])[F:20])=[CH:15][CH:14]=3)[C:10]([C:23]3[CH:24]=[C:25]4[C:30](=[CH:31][CH:32]=3)[CH:29]=[C:28]([OH:33])[CH:27]=[CH:26]4)=[CH:9][CH:8]=2)[CH:6]=[CH:5][CH:4]=[CH:3][CH:2]=1.[CH3:34][O:35][C:36](=[O:53])[CH:37](OS(C(F)(F)F)(=O)=O)[CH2:38][C:39]1[CH:44]=[CH:43][CH:42]=[CH:41][CH:40]=1.C(=O)([O-])[O-].[Cs+].[Cs+]>>[C:39]1([CH2:38][CH:37]([O:33][C:28]2[CH:27]=[CH:26][C:25]3[C:30](=[CH:31][CH:32]=[C:23]([C:10]4[N:11]([CH2:12][C:13]5[CH:14]=[CH:15][C:16]([C:19]([F:22])([F:21])[F:20])=[CH:17][CH:18]=5)[C:7]([C:1]5[CH:2]=[CH:3][CH:4]=[CH:5][CH:6]=5)=[CH:8][CH:9]=4)[CH:24]=3)[CH:29]=2)[C:36]([O:35][CH3:34])=[O:53])[CH:44]=[CH:43][CH:42]=[CH:41][CH:40]=1 |f:2.3.4|. Procedure details: In a similar manner as described in step 1 of Example 7, the title compound was prepared from 6-{5-phenyl-1-[4-(trifluoromethyl)benzyl]-1H-pyrrol-2-yl}-2-naphthol (0.300 g, 0.676 mmol), prepared in the previous step, 3-phenyl-2-trifluoromethanesulfonyloxypropionic acid methyl ester (0.317 g, 1.02 mmol) and cesium carbonate (0.441 g, 1.35 mmol). Purification on a Biotage Horizon™ system with a KP-Sil Flash 40+M column (100 g Silica Gel, 60 Å) using 25% to 65% methylene chloride in hexane as the e... The reactants are C(C)N(C(C1=CC(=C(C=C1)F)[N+](=O)[O-])=O)CC (N,N-diethyl-4-fluoro-3-nitrobenzamide), CN(CC(C)N)C (N1,N1-dimethyl-1,2-propanediamine), CCN(C(C)C)C(C)C (DIPEA). Solvent: CN(C)C=O (DMF). Conditions: time 4 hour. Product: CN(CC(C)NC1=C(C=C(C(=O)N(CC)CC)C=C1)[N+](=O)[O-])C (4-{[2-(dimethylamino)-1-methylethyl]amino}-N,N-diethyl-3-nitrobenzamide). Isolated yield 92.6%. As a reaction SMILES: [CH2:1]([N:3]([CH2:16][CH3:17])[C:4](=[O:15])[C:5]1[CH:10]=[CH:9][C:8](F)=[C:7]([N+:12]([O-:14])=[O:13])[CH:6]=1)[CH3:2].[CH3:18][N:19]([CH3:24])[CH2:20][CH:21]([NH2:23])[CH3:22].CCN(C(C)C)C(C)C>CN(C=O)C>[CH3:18][N:19]([CH3:24])[CH2:20][CH:21]([NH:23][C:8]1[CH:9]=[CH:10][C:5]([C:4]([N:3]([CH2:16][CH3:17])[CH2:1][CH3:2])=[O:15])=[CH:6][C:7]=1[N+:12]([O-:14])=[O:13])[CH3:22]. Procedure: A mixture of N,N-diethyl-4-fluoro-3-nitrobenzamide (0.500 g, 2.08 mmol), N1,N1-dimethyl-1,2-propanediamine (0.636 g, 6.24 mmol), DIPEA (2.2 mL, 12.5 mmol) and DMF (12 mL) was stirred 4 hours at room temperature. The reaction was then concentrated in vacuo, the residue was dissolved in 2 N NaOH (30 mL) and extracted with CH2Cl2 (3×40 mL). The combined organic phases were washed with brine (10 mL) dried over MgSO4, filtered, and concentrated in vacuo. The crude reaction mixture was purified by sil...